Dataset: the Open Reaction Database (ORD), a public repository of structured organic reaction records. Task: describe an organic reaction: reactants, conditions, products, and yield Starting materials: ClC1=C(C(=CC=C1F)Cl)C(C[N+](=O)[O-])O[Si](CC)(CC)CC ((1-(2,6-dichloro-3-fluorophenyl)-2-nitroethoxy)triethylsilane), [Cl-].[NH4+] (ammonium chloride). The reagents and catalysts are [Fe] (iron). The solvent is CCO (EtOH), O (water). Reaction conditions: temperature 60 celsius. Yields the product Cl.ClC1=C(C(=CC=C1F)Cl)C(CN)O[Si](CC)(CC)CC (2-(2,6-dichloro-3-fluorophenyl)-2-((triethylsilyl)oxy)ethanamine hydrochloride). Reaction SMILES: [Cl:1][C:2]1[C:7]([F:8])=[CH:6][CH:5]=[C:4]([Cl:9])[C:3]=1[CH:10]([O:15][Si:16]([CH2:21][CH3:22])([CH2:19][CH3:20])[CH2:17][CH3:18])[CH2:11][N+:12]([O-])=O.[Cl-].[NH4+]>CCO.O.[Fe]>[ClH:1].[Cl:1][C:2]1[C:7]([F:8])=[CH:6][CH:5]=[C:4]([Cl:9])[C:3]=1[CH:10]([O:15][Si:16]([CH2:17][CH3:18])([CH2:21][CH3:22])[CH2:19][CH3:20])[CH2:11][NH2:12] |f:1.2,6.7|. Reported procedure: To a 100 mL three-necked RBF were added (1-(2,6-dichloro-3-fluorophenyl)-2-nitroethoxy)triethylsilane (3.64 g, 9.88 mmol) in EtOH (16 ml) and water (4 ml) at room temperature followed by addition of iron (5.52 g, 99 mmol) and ammonium chloride (5.29 g, 99 mmol). The flask was purged with nitrogen and was heated to 60° C. under nitrogen for 3 h. The mixture was cooled to room temperature, diluted with 40 mL of MeOH, sonicated for 10 min. Then the solution was decanted through a pad of celite. Thi...